Dataset: the Open Reaction Database (ORD), a public repository of structured organic reaction records. Task: describe an organic reaction: reactants, conditions, products, and yield Starting materials: O=C(O)c1ccncc1Cl, Nc1cc(SC(F)(F)F)ccc1O, O, c1ccncc1. RXN SMILES: [Cl:14][c:15]1[c:16]([C:17](=[O:18])[OH:19])[cH:20][cH:21][n:22][cH:23]1.[NH2:1][c:2]1[c:3]([OH:13])[cH:4][cH:5][c:6]([S:8][C:9]([F:10])([F:11])[F:12])[cH:7]1.[OH2:30].[cH:24]1[cH:25][cH:26][n:27][cH:28][cH:29]1>>[NH:1]([c:2]1[c:3]([OH:13])[cH:4][cH:5][c:6]([S:8][C:9]([F:10])([F:11])[F:12])[cH:7]1)[C:17]([c:16]1[c:15]([Cl:14])[cH:23][n:22][cH:21][cH:20]1)=[O:18]. Product: O=C(Nc1cc(SC(F)(F)F)ccc1O)c1ccncc1Cl.